Dataset: the Open Reaction Database (ORD), a public repository of structured organic reaction records. Task: describe an organic reaction: reactants, conditions, products, and yield The reactants are COC1=C(C=O)C=C(C(=C1)OC)C=1N=C(SC1)C (2,4-dimethoxy-5-(2-methyl-thiazol-4-yl)-benzaldehyde), C(C)(=O)C1=CC=C(C(=O)O)C=C1 (4-acetylbenzoic acid), M−OCH3. Product: COC1=C(C=C(C(=C1)OC)C=1N=C(SC1)C)/C=C/C(=O)C1=CC=C(C(=O)O)C=C1 (4-{3E-[2,4-Dimethoxy-5-(2-methyl-thiazol-4-yl)-phenyl]-acryloyl}-benzoic acid). RXN SMILES: [CH3:1][O:2][C:3]1[CH:10]=[C:9]([O:11][CH3:12])[C:8]([C:13]2[N:14]=[C:15]([CH3:18])[S:16][CH:17]=2)=[CH:7][C:4]=1[CH:5]=O.[C:19]([C:22]1[CH:30]=[CH:29][C:25]([C:26]([OH:28])=[O:27])=[CH:24][CH:23]=1)(=[O:21])[CH3:20]>>[CH3:1][O:2][C:3]1[CH:10]=[C:9]([O:11][CH3:12])[C:8]([C:13]2[N:14]=[C:15]([CH3:18])[S:16][CH:17]=2)=[CH:7][C:4]=1/[CH:5]=[CH:20]/[C:19]([C:22]1[CH:30]=[CH:29][C:25]([C:26]([OH:28])=[O:27])=[CH:24][CH:23]=1)=[O:21]. Procedure: The title compound was prepared by condensing 2,4-dimethoxy-5-(2-methyl-thiazol-4-yl)-benzaldehyde (Ex-69A) and 4-acetylbenzoic acid in a similar manner as described in Ex-3. Yellow solid, mp 201–202° C. (dec.). 1H-NMR (DMSO-d6) δ 8.47 (s, 1H), 8.14–7.97 (m, 5H), 7.76 (s, 1H), 7.65 (d, J=15.8 Hz, 1H), 6.81 (s, 1H), 4.00 (s, 3H), 3.98 (s, 3H), 2.69 (s, 3H). MS m/z=409 (M+, 70%), 378 ([M−OCH3]+, 100%). Reactants: NC1=C(C=C(C=C1)O)F (4-amino-3-fluorophenol), CC(=O)C1=CC=C(C=C1)F (4-fluoroacetophenone). Yields the product NC1=C(C=C(OC2=CC=C(C=C2)C(C)=O)C=C1)F (1-[4-(4-amino-3-fluorophenoxy)phenyl]ethanone). Reaction SMILES: [NH2:1][C:2]1[CH:7]=[CH:6][C:5]([OH:8])=[CH:4][C:3]=1[F:9].[CH3:10][C:11]([C:13]1[CH:18]=[CH:17][C:16](F)=[CH:15][CH:14]=1)=[O:12]>>[NH2:1][C:2]1[CH:7]=[CH:6][C:5]([O:8][C:16]2[CH:17]=[CH:18][C:13]([C:11](=[O:12])[CH3:10])=[CH:14][CH:15]=2)=[CH:4][C:3]=1[F:9]. Procedure: This compound is prepared according to a method analogous to that described in Example 1.1 using 4-amino-3-fluorophenol (7.68 g, 0.06 mol) and 4-fluoroacetophenone (8.34 g, 0.06 mol) as starting compounds. After treatment, a white-coloured powder is obtained. The reactants are C1(=CC(=CC=C1)N)N (benzene-1,3-diamine), CC1=C(C(=O)Cl)C=CC(=C1)C(C(F)(F)F)(C(F)(F)F)F (2-methyl-4-(1,2,2,2-tetrafluoro-1-trifluoromethyl-ethyl)-benzoyl chloride). The product is NC=1C=C(C=CC1)NC(C1=C(C=C(C=C1)C(C(F)(F)F)(C(F)(F)F)F)C)=O (N-(3-Amino-phenyl)-2-methyl-4-(1,2,2,2-tetrafluoro-1-trifluoromethyl-ethyl)-benzamide). As a reaction SMILES: [C:1]1([NH2:8])[CH:6]=[CH:5][CH:4]=[C:3]([NH2:7])[CH:2]=1.[CH3:9][C:10]1[CH:18]=[C:17]([C:19]([F:28])([C:24]([F:27])([F:26])[F:25])[C:20]([F:23])([F:22])[F:21])[CH:16]=[CH:15][C:11]=1[C:12](Cl)=[O:13]>>[NH2:7][C:3]1[CH:2]=[C:1]([NH:8][C:12](=[O:13])[C:11]2[CH:15]=[CH:16][C:17]([C:19]([F:28])([C:20]([F:21])([F:22])[F:23])[C:24]([F:25])([F:26])[F:27])=[CH:18][C:10]=2[CH3:9])[CH:6]=[CH:5][CH:4]=1. Reported procedure: N-(3-Amino-phenyl)-2-methyl-4-(1,2,2,2-tetrafluoro-1-trifluoromethyl-ethyl)-benzamide was prepared from benzene-1,3-diamine and 2-methyl-4-(1,2,2,2-tetrafluoro-1-trifluoromethyl-ethyl)-benzoyl chloride (Example I4) using the same procedure. 1H-NMR (CDCl3, 400 MHz): 7.6 (m, 1H), 7.52 (s, 2H), 7.40 (s, 1H), 7.30 (s, 1H), 7.13 (t, 1H), 6.72 (d, 1H), 6.50 (d, 1H), 3.76 (s, 2H), 2.24 (s, 3H) ppm.